From a dataset of the Open Reaction Database (ORD), a public repository of structured organic reaction records. describe an organic reaction: reactants, conditions, products, and yield Starting materials: COC1(C=CC(C=C1)=O)OC (4,4-dimethoxy-cyclohexa-2,5-dienone), C1(=CC=CC=C1)S(=O)(=O)N1C=CC2=CC(=CC=C12)F (1-benzenesulfonyl-5-fluoro-1H-indole). Yields the product C1(=CC=CC=C1)S(=O)(=O)N1C(=CC2=CC(=CC=C12)F)C1(C=CC(C=C1)=O)O (4-(1-benzenesulfonyl-5-fluoro-1H-indol-2-yl)-4-hydroxy-cyclohexa-2,5-dienone). Yield: 21.0%. RXN SMILES: CO[C:3]1([O:10]C)[CH:8]=[CH:7][C:6](=[O:9])[CH:5]=[CH:4]1.[C:12]1([S:18]([N:21]2[C:29]3[C:24](=[CH:25][C:26]([F:30])=[CH:27][CH:28]=3)[CH:23]=[CH:22]2)(=[O:20])=[O:19])[CH:17]=[CH:16][CH:15]=[CH:14][CH:13]=1>>[C:12]1([S:18]([N:21]2[C:29]3[C:24](=[CH:25][C:26]([F:30])=[CH:27][CH:28]=3)[CH:23]=[C:22]2[C:3]2([OH:10])[CH:4]=[CH:5][C:6](=[O:9])[CH:7]=[CH:8]2)(=[O:20])=[O:19])[CH:13]=[CH:14][CH:15]=[CH:16][CH:17]=1. Procedure: The title compound was prepared from 4,4-dimethoxy-cyclohexa-2,5-dienone and 1-benzenesulfonyl-5-fluoro-1H-indole, according to Method C, described above. Yield 21%; mp 166-167° C.; 1H NMR (CDCl3) δ 8.03-8.09 (m, 1H), 7.94 (d, J=8 Hz, 2H), 7.51-7.70 (m, 5H), 7.12-7.20 (m, 2H), 6.86 (s, 1H), 6.42 (d, J=10 Hz, 2H), 5.49 (s, 1H); 13C NMR (CDCl3) δ 185.1, 162.4, 158.5, 147.6, 143.0, 137.7, 134.8, 129.9, 129.8, 129.7, 128.2, 126.9, 116.9, 116.8, 114.8, 114.4, 113.6, 107.8, 107.4, 67.9; MS (AP+) m/z 3... The reactants are C(=O)C1=CC=C(OCC(=O)O)C=C1 (2-(4-Formylphenoxy)acetic acid), C(=O)C=1C=C(OCC(=O)N2CCN(CC2)C(=O)OC(C)(C)C)C=CC1 (Tert-Butyl 4-(2-(3-formylphenoxy)acetyl)piperazine-1-carboxylate). The product is C(=O)C1=CC=C(OCC(=O)N2CCN(CC2)C(=O)OC(C)(C)C)C=C1 (Tert-Butyl 4-(2-(4-formylphenoxy)acetyl)piperazine-1-carboxylate). Isolated yield 74.0%. RXN SMILES: [CH:1]([C:3]1[CH:13]=[CH:12][C:6]([O:7][CH2:8][C:9]([OH:11])=O)=[CH:5][CH:4]=1)=[O:2].C(C1C=C(C=CC=1)OCC([N:23]1[CH2:28][CH2:27][N:26]([C:29]([O:31][C:32]([CH3:35])([CH3:34])[CH3:33])=[O:30])[CH2:25][CH2:24]1)=O)=O>>[CH:1]([C:3]1[CH:4]=[CH:5][C:6]([O:7][CH2:8][C:9]([N:23]2[CH2:24][CH2:25][N:26]([C:29]([O:31][C:32]([CH3:35])([CH3:34])[CH3:33])=[O:30])[CH2:27][CH2:28]2)=[O:11])=[CH:12][CH:13]=1)=[O:2]. Procedure details: 2-(4-Formylphenoxy)acetic acid (53) was treated in an analogous manner to Compound 49 to afford the desired product (74%) as a white solid. NMR: δ 1.461 (s, 9H), 3.38-3.64 (m, 8H), 4.802 (s, 2H), 2.06 (d, J=8.4 Hz, 2H), 7.85 (d, J=8.8 Hz, 2H), 9.899 (s, 1H).